This data is from the Open Reaction Database (ORD), a public repository of structured organic reaction records. The task is: describe an organic reaction: reactants, conditions, products, and yield Reactants: FC(C(=O)O)(F)F (Trifluoroacetic acid), C(C1=CC=CC=C1)OC=1C=C(OC2=CC=C(S2)CNC(=O)C=2C=C3C=CC=NC3=CC2)C=CC1 (quinoline-6-carboxylic acid (5-(3-benzyloxy-phenoxy)-thiophene-2-ylmethyl)-amide), C([O-])(O)=O.[Na+] (sodium bicarbonate). Solvent: C1(=CC=CC=C1)SC (thioanisole). Reaction conditions: time 30 minute. The product is OC=1C=C(OC2=CC=C(S2)CNC(=O)C=2C=C3C=CC=NC3=CC2)C=CC1 (Quinoline-6-carboxylic acid (5-(3-hydroxy-phenoxy)-thiophen-2-ylmethyl)-amide). The yield is 80.0%. Reaction SMILES: FC(F)(F)C(O)=O.C([O:15][C:16]1[CH:17]=[C:18]([CH:39]=[CH:40][CH:41]=1)[O:19][C:20]1[S:24][C:23]([CH2:25][NH:26][C:27]([C:29]2[CH:30]=[C:31]3[C:36](=[CH:37][CH:38]=2)[N:35]=[CH:34][CH:33]=[CH:32]3)=[O:28])=[CH:22][CH:21]=1)C1C=CC=CC=1.C(=O)(O)[O-].[Na+]>C1(SC)C=CC=CC=1>[OH:15][C:16]1[CH:17]=[C:18]([CH:39]=[CH:40][CH:41]=1)[O:19][C:20]1[S:24][C:23]([CH2:25][NH:26][C:27]([C:29]2[CH:30]=[C:31]3[C:36](=[CH:37][CH:38]=2)[N:35]=[CH:34][CH:33]=[CH:32]3)=[O:28])=[CH:22][CH:21]=1 |f:2.3|. Procedure: Trifluoroacetic acid (1.0 mL) and thioanisole (100 μl) were added to the resulting quinoline-6-carboxylic acid (5-(3-benzyloxy-phenoxy)-thiophene-2-ylmethyl)-amide (73 mg, 0.156 mmol), and the solution was stirred for 30 minutes at room temperature. The reaction solution was neutralized with an aqueous solution of saturated sodium bicarbonate, then, extracted with ethyl acetate and dried over anhydrous magnesium sulfate. The solvent was evaporated, the residue was purified by NH silica gel colum... The reactants are O (Water), [Li] (lithium), C(C)(C)(C)C1=CC=C(C=C1)C1=CC=C(C=C1)C(C)(C)C (4,4′-di-tert-butylbiphenyl), C12=CC=3COCC3C=C2COC1 (5,11-dioxatricyclo[7.3.0.0^{3,7}]dodeca-1,3(7),8-triene). Solvent: O1CCCC1 (tetrahydrofuran), O1CCCC1 (tetrahydrofuran). Run at time 4 hour. Product: CC=1C(=CC2=C(COC2)C1)CO ((6-methyl-1,3-dihydro-2-benzofuran-5-yl) methanol). Yield: 29.0%. RXN SMILES: [Li].C(C1C=CC(C2C=CC(C(C)(C)C)=CC=2)=CC=1)(C)(C)C.[C:22]12[CH2:33][O:32][CH2:31][C:30]1=[CH:29][C:28]1[CH2:27][O:26][CH2:25][C:24]=1[CH:23]=2.O>O1CCCC1>[CH3:33][C:22]1[C:30]([CH2:31][OH:32])=[CH:29][C:28]2[CH2:27][O:26][CH2:25][C:24]=2[CH:23]=1 |^1:0|. Procedure details: To a mixture of lithium powder (15 g, 2.1 mol), 4,4′-di-tert-butylbiphenyl (5.0 g, 0.021 mol) and tetrahydrofuran (200 mL) was added a mixture of 5,11-dioxatricyclo[7.3.0.0^{3,7}]dodeca-1,3(7),8-triene (35 g, 0.21 mol) described in Production Example 1-4 and tetrahydrofuran (100 mL) at −78° C., followed by stirring at that temperature for 4 hours. Water (10 mol) was added at that temperature to the reaction mixture, and thoroughly stirred. The reaction mixture was allowed to warm to room tempera... Starting materials: C(C)(C)(C)OC(=O)N1CCC2=C(CC1)C(=C(C=C2)Cl)SC(N(C)C)=O (3-tert-butoxycarbonyl-7-chloro-6-dimethylcarbamoylthio-2,3,4,5-tetrahydro-1H-benzo[d]azepine), BrCC=1C=C(C(=O)OC)C=CC1 (methyl 3-(bromomethyl)benzoate). Product: Cl.ClC1=C(C2=C(CCNCC2)C=C1)SCC1=CC(=CC=C1)C(=O)OC (7-Chloro-6-(3-methoxycarbonylbenzylthio)-2,3,4,5-tetrahydro-1H-benzo[d]azepine Hydrochloride). Reaction SMILES: C(OC([N:8]1[CH2:14][CH2:13][C:12]2[C:15]([S:20][C:21](=O)N(C)C)=[C:16]([Cl:19])[CH:17]=[CH:18][C:11]=2[CH2:10][CH2:9]1)=O)(C)(C)C.BrC[C:28]1[CH:29]=[C:30]([CH:35]=[CH:36][CH:37]=1)[C:31]([O:33][CH3:34])=[O:32]>>[ClH:19].[Cl:19][C:16]1[CH:17]=[CH:18][C:11]2[CH2:10][CH2:9][NH:8][CH2:14][CH2:13][C:12]=2[C:15]=1[S:20][CH2:21][C:28]1[CH:37]=[CH:36][CH:35]=[C:30]([C:31]([O:33][CH3:34])=[O:32])[CH:29]=1 |f:2.3|. Reported procedure: Use a method similar to the Example 347 to react 3-tert-butoxycarbonyl-7-chloro-6-dimethylcarbamoylthio-2,3,4,5-tetrahydro-1H-benzo[d]azepine with methyl 3-(bromomethyl)benzoate. Use a method similar to the General Procedure 1-5, basic workup, and a method similar to the General Procedure 2-2 to give the title compound. MS (APCI+) m/z: 362 (M+H)+. Starting materials: CC1(OCCO1)C1=CC=C(O1)CN1N=CC(=C1)N (1-[5-(2-methyl-[1,3]dioxolan-2-yl)-furan-2-ylmethyl]-1H-pyrazol-4-ylamine), COC=1C=C(C=CC1)C1=C(N=C(O1)C)C(=O)O (5-(3-methoxy-phenyl)-2-methyl-oxazole-4-carboxylic acid). Yields the product C(C)(=O)C1=CC=C(O1)CN1N=CC(=C1)NC(=O)C=1N=C(OC1C1=CC(=CC=C1)OC)C (5-(3-Methoxy-phenyl)-2-methyl-oxazole-4-carboxylic acid [1-(5-acetyl-furan-2-ylmethyl)-1H-pyrazol-4-yl]-amide). RXN SMILES: [CH3:1][C:2]1([C:7]2[O:11][C:10]([CH2:12][N:13]3[CH:17]=[C:16]([NH2:18])[CH:15]=[N:14]3)=[CH:9][CH:8]=2)[O:6]CCO1.[CH3:19][O:20][C:21]1[CH:22]=[C:23]([C:27]2[O:31][C:30]([CH3:32])=[N:29][C:28]=2[C:33](O)=[O:34])[CH:24]=[CH:25][CH:26]=1>>[C:2]([C:7]1[O:11][C:10]([CH2:12][N:13]2[CH:17]=[C:16]([NH:18][C:33]([C:28]3[N:29]=[C:30]([CH3:32])[O:31][C:27]=3[C:23]3[CH:24]=[CH:25][CH:26]=[C:21]([O:20][CH3:19])[CH:22]=3)=[O:34])[CH:15]=[N:14]2)=[CH:9][CH:8]=1)(=[O:6])[CH3:1]. Procedure: Following general procedure B followed by either C or D, starting from 1-[5-(2-methyl-[1,3]dioxolan-2-yl)-furan-2-ylmethyl]-1H-pyrazol-4-ylamine and 5-(3-methoxy-phenyl)-2-methyl-oxazole-4-carboxylic acid. The reactants are [OH-].[Na+] (NaOH), S(=O)(=O)(O)O.NO (hydroxylamine sulfate), NOS(=O)(=O)O (hydroxylamine-o-sulfonic acid), [N+](=O)([O-])C1=CC=C(C=CC(=O)O)C=C1 (4-nitrocinnamic acid). Run in O (H2O). Product: [N+](=O)([O-])C1=CC=C(C=C1)CCC(=O)O (3-(4-Nitrophenyl)propanoic acid). Reaction SMILES: [N+:1]([C:4]1[CH:14]=[CH:13][C:7]([CH:8]=[CH:9][C:10]([OH:12])=[O:11])=[CH:6][CH:5]=1)([O-:3])=[O:2].S(O)(O)(=O)=O.NO.NOS(O)(=O)=O.[OH-].[Na+]>O>[N+:1]([C:4]1[CH:5]=[CH:6][C:7]([CH2:8][CH2:9][C:10]([OH:12])=[O:11])=[CH:13][CH:14]=1)([O-:3])=[O:2] |f:1.2,4.5|. Reported procedure: A suspension of 4-nitrocinnamic acid (13.5 g, 70 mmol) in H2O (100 mL) was treated with hydroxylamine sulfate (18.5 g, 113 mmol) and hydroxylamine-o-sulfonic acid (43.5 g, 385 mmol) at 0° C. The pH was adjusted to 7.6 with 50% NaOH, and additional base was added as needed over the next 6 hours to maintain a pH of 7.6. The mixture was then filtered, and the filtrate was acidified to pH 2 with 2N H2SO4. The solids that formed were filtered, washed with H2O, and recrystallized from EtOH:H2O(30 mL: ... Product: CN(C)CC1=C(C=CC=C1)N1CCN(CC1)C([C@@H](CC1=CC=C(C=C1)Cl)NC(=O)[C@H]1NCC2=CC=CC=C2C1)=O (N-[(1R)-2-(4-{2-[(dimethylamino)methyl]phenyl}piperazinyl)-1-[(4-chlorophenyl)methyl]-2-oxoethyl]((3S)(3-1,2,3,4-tetrahydroisoquinolyl))carboxamide). Procedure: To tert-butyl 3-{N-[(1R)-2-(4-{2-[(dimethylamino)methyl]phenyl}piperazinyl)-1-[(4-chlorophenyl)methyl]-2-oxoethyl]carbamoyl}(3S)-1,2,3,4-tetrahydro-isoquinoline-2-carboxylate (Step 5) (0.31 g, 0.47 mmol) dissolved in dioxane (0.5 mL) was added 4N HCl in dioxane (1 mL). After stirring at RT for 6 h, the solvent was removed in vacuo, and the residue was purified by preparative HPLC (Waters Xterra C18 5 micron 100×20 mm, 10% to 80% CH3CN in H2O over 6.0 min, 4.63 min) to give N-[(1R)-2-(4-{2-[(dime... Isolated yield 102.6%. RXN SMILES: [CH3:1][N:2]([CH2:4][C:5]1[CH:10]=[CH:9][CH:8]=[CH:7][C:6]=1[N:11]1[CH2:16][CH2:15][N:14]([C:17](=[O:47])[C@H:18]([NH:27][C:28]([C@@H:30]2[CH2:39][C:38]3[C:33](=[CH:34][CH:35]=[CH:36][CH:37]=3)[CH2:32][N:31]2C(OC(C)(C)C)=O)=[O:29])[CH2:19][C:20]2[CH:25]=[CH:24][C:23]([Cl:26])=[CH:22][CH:21]=2)[CH2:13][CH2:12]1)[CH3:3].Cl>O1CCOCC1>[CH3:1][N:2]([CH2:4][C:5]1[CH:10]=[CH:9][CH:8]=[CH:7][C:6]=1[N:11]1[CH2:12][CH2:13][N:14]([C:17](=[O:47])[C@H:18]([NH:27][C:28]([C@@H:30]2[CH2:39][C:38]3[C:33](=[CH:34][CH:35]=[CH:36][CH:37]=3)[CH2:32][NH:31]2)=[O:29])[CH2:19][C:20]2[CH:25]=[CH:24][C:23]([Cl:26])=[CH:22][CH:21]=2)[CH2:15][CH2:16]1)[CH3:3]. The solvent is O1CCOCC1 (dioxane), O1CCOCC1 (dioxane). Reactants: CN(C)CC1=C(C=CC=C1)N1CCN(CC1)C([C@@H](CC1=CC=C(C=C1)Cl)NC(=O)[C@H]1N(CC2=CC=CC=C2C1)C(=O)OC(C)(C)C)=O (tert-butyl 3-{N-[(1R)-2-(4-{2-[(dimethylamino)methyl]phenyl}piperazinyl)-1-[(4-chlorophenyl)methyl]-2-oxoethyl]carbamoyl}(3S)-1,2,3,4-tetrahydro-isoquinoline-2-carboxylate), Cl (HCl). Run at time 6 hour. The reactants are ClC1=CC=C(C=C1)C1=NC=2C(=NC=CC2)N1CC(=O)O (2-(4-chlorophenyl)-3H-imidazo[4,5-b]pyridine-3-acetic acid), C(=O)(N1C=NC=C1)N1C=NC=C1 (1,1'-carbonyldiimidazole), NCCC1N(CCC1)CC (2-(aminoethyl)-1-ethylpyrrolidine). Solvent: O1CCCC1 (tetrahydrofuran). Run at time 3 hour. Product: Cl.ClC1=CC=C(C=C1)C1=NC=2C(=NC=CC2)N1CC(=O)NCC1N(CCC1)CC (2-(4-Chlorophenyl)-N-[(1-ethyl-2-pyrrolidinyl)methyl]-3H-imidazo[4,5-b]pyridine-3-acetamide hydrochloride). RXN SMILES: [Cl:1][C:2]1[CH:7]=[CH:6][C:5]([C:8]2[N:16]([CH2:17][C:18]([OH:20])=O)[C:11]3=[N:12][CH:13]=[CH:14][CH:15]=[C:10]3[N:9]=2)=[CH:4][CH:3]=1.C(N1C=CN=C1)([N:23]1C=CN=C1)=O.NC[CH2:35][CH:36]1[CH2:40][CH2:39][CH2:38][N:37]1[CH2:41][CH3:42]>O1CCCC1>[ClH:1].[Cl:1][C:2]1[CH:3]=[CH:4][C:5]([C:8]2[N:16]([CH2:17][C:18]([NH:23][CH2:35][CH:36]3[CH2:40][CH2:39][CH2:38][N:37]3[CH2:41][CH3:42])=[O:20])[C:11]3=[N:12][CH:13]=[CH:14][CH:15]=[C:10]3[N:9]=2)=[CH:6][CH:7]=1 |f:4.5|. Procedure: A mixture of 2-(4-chlorophenyl)-3H-imidazo[4,5-b]pyridine-3-acetic acid 5.0 g (0.0174 mole) and 1,1'-carbonyldiimidazole (2.82 g, 0.0174 mole) in 150 ml of tetrahydrofuran was stirred at room temperature for 3 hrs with a stream of nitrogen bubbling throught it. The 2-(aminoethyl)-1-ethylpyrrolidine (4.46 g, 0.0348 mole) was added dropwise and the reaction mixture was allowed to stir at room temperature overnight. Starting materials: NCC1=NOC(=N1)C=1N=CN2C1CN(C(C1=C2C=CC=C1)=O)C (3-(3-aminomethyl-1,2,4-oxadiazol-5-yl)-5,6-dihydro-5-methyl-4H-imidazo[1,5-a][1,4]benzodiazepin-6-one), C(C)N(C(C)C)C(C)C (N-ethyldiisopropylamine), BrCC1CC1 (bromomethylcyclopropane), CN(C=O)C (N,N-dimethylformamide). The product is C1(CC1)CN(CC1CC1)CC1=NOC(=N1)C=1N=CN2C1CN(C(C1=C2C=CC=C1)=O)C (3-[3-(bis-cyclopropylmethylaminomethyl)-1,2,4-oxadiazol-5-yl ]-5,6-dihydro-5-methyl-4H-imidazo[1,5-a][1,4]benzodiazepin-6-one). Isolated yield 48.0%. RXN SMILES: [NH2:1][CH2:2][C:3]1[N:7]=[C:6]([C:8]2[N:9]=[CH:10][N:11]3[C:17]4[CH:18]=[CH:19][CH:20]=[CH:21][C:16]=4[C:15](=[O:22])[N:14]([CH3:23])[CH2:13][C:12]=23)[O:5][N:4]=1.C(N([CH:30]([CH3:32])[CH3:31])C(C)C)C.Br[CH2:34][CH:35]1[CH2:37][CH2:36]1.[CH3:38]N(C)C=O>>[CH:37]1([CH2:36][N:1]([CH2:2][C:3]2[N:7]=[C:6]([C:8]3[N:9]=[CH:10][N:11]4[C:17]5[CH:18]=[CH:19][CH:20]=[CH:21][C:16]=5[C:15](=[O:22])[N:14]([CH3:23])[CH2:13][C:12]=34)[O:5][N:4]=2)[CH2:38][CH:30]2[CH2:32][CH2:31]2)[CH2:35][CH2:34]1. Reported procedure: 2 g (6.44 mmol) of 3-(3-aminomethyl-1,2,4-oxadiazol-5-yl)-5,6-dihydro-5-methyl-4H-imidazo[1,5-a][1,4]benzodiazepin-6-one, 20 ml of N,N-dimethylformamide, 3.8 ml (22.5 mmol) of N-ethyldiisopropylamine and 1.6 ml (14.8 mmol) of bromomethylcyclopropane were stirred at 80° for 4 hours. After evaporating the solvent the residue was dissolved in methylene chloride and the solution was washed with water, dried and concentrated. By chromatography on 220 g of silica gel while eluting with methylene chlor...